Task: describe an organic reaction: reactants, conditions, products, and yield. Dataset: the Open Reaction Database (ORD), a public repository of structured organic reaction records The product is O=C(CN1CCC(C(=O)c2ccc(F)cc2)CC1)NC1(c2ccc(=O)[nH]c2)CCCCC1. Starting materials: CC#N, CCN(C(C)C)C(C)C, Cl, O=C(c1ccc(F)cc1)C1CCNCC1, O=C(CCl)NC1(c2ccc(=O)[nH]c2)CCCCC1. RXN SMILES: [CH3:44][C:45]#[N:46].[CH:35]([N:36]([CH:37]([CH3:38])[CH3:39])[CH2:40][CH3:41])([CH3:42])[CH3:43].[ClH:19].[F:20][c:21]1[cH:22][cH:23][c:24]([C:25](=[O:26])[CH:27]2[CH2:28][CH2:29][NH:30][CH2:31][CH2:32]2)[cH:33][cH:34]1.[O:1]=[c:2]1[cH:3][cH:4][c:5]([C:8]2([NH:14][C:15]([CH2:16][Cl:17])=[O:18])[CH2:9][CH2:10][CH2:11][CH2:12][CH2:13]2)[cH:6][nH:7]1>>[O:1]=[c:2]1[cH:3][cH:4][c:5]([C:8]2([NH:14][C:15]([CH2:16][N:30]3[CH2:29][CH2:28][CH:27]([C:25]([c:24]4[cH:23][cH:22][c:21]([F:20])[cH:34][cH:33]4)=[O:26])[CH2:32][CH2:31]3)=[O:18])[CH2:9][CH2:10][CH2:11][CH2:12][CH2:13]2)[cH:6][nH:7]1. Reactants: ClC1=C(C#N)C=C(C=C1OC1=C(C=CC=2NN=NC21)Cl)Cl (2,5-dichloro-3-[(5-chloro-1H-1,2,3-benzotriazol-4-yl)oxy]benzonitrile), C([O-])([O-])=O.[Cs+].[Cs+] (cesium carbonate), BrCC1=NN(C2=NC=CC=C21)C(=O)OC(C)(C)C (tert-butyl 3-(bromomethyl)-1H-pyrazolo[3,4-b]pyridine-1-carboxylate). The solvent is CN(C)C=O (DMF), CN(C)C=O (DMF). Conditions: time 1 hour. Yields the product ClC1=C(C=2C(=NN(N2)CC2=NN(C3=NC=CC=C32)C(=O)OC(C)(C)C)C=C1)OC1=C(C(=CC(=C1)Cl)C#N)Cl (tert-butyl 3-{[5-chloro-4-(2,5-dichloro-3-cyanophenoxy)-2H-1,2,3-benzotriazol-2-yl]methyl}-1H-pyrazolo[3,4-b]pyridine-1-carboxylate). As a reaction SMILES: [Cl:1][C:2]1[C:9]([O:10][C:11]2[C:19]3[N:18]=[N:17][NH:16][C:15]=3[CH:14]=[CH:13][C:12]=2[Cl:20])=[CH:8][C:7]([Cl:21])=[CH:6][C:3]=1[C:4]#[N:5].C(=O)([O-])[O-].[Cs+].[Cs+].Br[CH2:29][C:30]1[C:38]2[C:33](=[N:34][CH:35]=[CH:36][CH:37]=2)[N:32]([C:39]([O:41][C:42]([CH3:45])([CH3:44])[CH3:43])=[O:40])[N:31]=1>CN(C=O)C>[Cl:20][C:12]1[CH:13]=[CH:14][C:15]2=[N:16][N:17]([CH2:29][C:30]3[C:38]4[C:33](=[N:34][CH:35]=[CH:36][CH:37]=4)[N:32]([C:39]([O:41][C:42]([CH3:45])([CH3:44])[CH3:43])=[O:40])[N:31]=3)[N:18]=[C:19]2[C:11]=1[O:10][C:9]1[CH:8]=[C:7]([Cl:21])[CH:6]=[C:3]([C:4]#[N:5])[C:2]=1[Cl:1] |f:1.2.3|. Procedure details: 2,5-dichloro-3-[(5-chloro-1H-1,2,3-benzotriazol-4-yl)oxy]benzonitrile (1.00 g, 2.94 mmol) and cesium carbonate (1.15 g, 3.53 mmol) were suspended in dry DMF (10 mL) under N2, and tert-butyl 3-(bromomethyl)-1H-pyrazolo[3,4-b]pyridine-1-carboxylate (0.965 g, 3.09 mmol) was added as a solution in DMF (5 mL) at room temperature. After 1 hour, the reaction mixture was quenched with saturated aqueous ammonium chloride (20 mL), diluted with water (50 mL), and the mixture extracted with EtOAc (2×100 mL)... Reactants: C(C)(C)OC1=C2C[C@H](O[C@H](C2=CC=C1C)CNC)C1CCN(CC1)CCC1=CC=CC=C1 ((1R,3S) [5-Isopropoxy-6-methyl-3-(1-phenethyl-piperidin-4-yl)-isochroman-1-ylmethyl]-methyl-amine), B(Cl)(Cl)Cl (BCl3). Solvent: ClCCl (dichloromethane). Run at temperature -20 celsius, time 2 hour. Product: Cl.Cl.CC1=C(C=2C[C@H](O[C@H](C2C=C1)CNC)C1CCN(CC1)CCC1=CC=CC=C1)O ((1R,3S)-6-Methyl-1-methylaminomethyl-3-(1-phenethyl-piperidin-4-yl)-isochroman-5-ol dihydrochloride). As a reaction SMILES: C([O:4][C:5]1[C:14]([CH3:15])=[CH:13][CH:12]=[C:11]2[C:6]=1[CH2:7][C@@H:8]([CH:19]1[CH2:24][CH2:23][N:22]([CH2:25][CH2:26][C:27]3[CH:32]=[CH:31][CH:30]=[CH:29][CH:28]=3)[CH2:21][CH2:20]1)[O:9][C@H:10]2[CH2:16][NH:17][CH3:18])(C)C.B(Cl)(Cl)[Cl:34]>ClCCl>[ClH:34].[ClH:34].[CH3:15][C:14]1[CH:13]=[CH:12][C:11]2[C@H:10]([CH2:16][NH:17][CH3:18])[O:9][C@H:8]([CH:19]3[CH2:20][CH2:21][N:22]([CH2:25][CH2:26][C:27]4[CH:32]=[CH:31][CH:30]=[CH:29][CH:28]=4)[CH2:23][CH2:24]3)[CH2:7][C:6]=2[C:5]=1[OH:4] |f:3.4.5|. Procedure details: Cool a solution of (1R,3S) [5-Isopropoxy-6-methyl-3-(1-phenethyl-piperidin-4-yl)-isochroman-1-ylmethyl]-methyl-amine in anhydrous dichloromethane (4 mL) to −20° C., and add 6 equivalents of BCl3 (using 1M BCl3 in dichloromethane) slowly into the solution. Following complete addition, stir the reaction mixture at −20° C. for 2 hours and 0° C. for 1 hour. Cool again to −20° C. and quench with anhydrous CH3OH (0.5 mL). Allow the resulting solution to warm to room temperature and concentrate. Purify...